From a dataset of the Open Reaction Database (ORD), a public repository of structured organic reaction records. describe an organic reaction: reactants, conditions, products, and yield Starting materials: CCOC(=O)CCCCC(=NOCc1cccc(OCc2nc(-c3ccccc3)oc2C)c1)c1ccccc1, Cl, [Na+], C1CCOC1, [OH-]. The product is Cc1oc(-c2ccccc2)nc1COc1cccc(CON=C(CCCCC(=O)O)c2ccccc2)c1. Reaction SMILES: [CH3:3][c:4]1[c:5]([CH2:15][O:16][c:17]2[cH:18][c:19]([CH2:20][O:21][N:22]=[C:23]([CH2:24][CH2:25][CH2:26][CH2:27][C:28](=[O:29])[O:30][CH2:31][CH3:32])[c:33]3[cH:34][cH:35][cH:36][cH:37][cH:38]3)[cH:39][cH:40][cH:41]2)[n:6][c:7](-[c:9]2[cH:10][cH:11][cH:12][cH:13][cH:14]2)[o:8]1.[ClH:42].[Na+:2].[O:43]1[CH2:44][CH2:45][CH2:46][CH2:47]1.[OH-:1]>>[CH3:3][c:4]1[c:5]([CH2:15][O:16][c:17]2[cH:18][c:19]([CH2:20][O:21][N:22]=[C:23]([CH2:24][CH2:25][CH2:26][CH2:27][C:28](=[O:29])[OH:30])[c:33]3[cH:34][cH:35][cH:36][cH:37][cH:38]3)[cH:39][cH:40][cH:41]2)[n:6][c:7](-[c:9]2[cH:10][cH:11][cH:12][cH:13][cH:14]2)[o:8]1. The reactants are diazo, C(#N)CCN(C1=CC=CC=C1)CCC#N (N,N-bis(2-cyanoethyl)aniline), S(N)(O)(=O)=O (sulphamic acid), ClC1=C(C=C(C=C1)N)S(=O)(=O)F (2-Chloro-5-amino benzene sulphonylfluoride), N(=O)OS(O)(=O)=O (Nitrosyl sulphuric acid). The solvent is CO (methanol), CC(=O)OCC1=C2C=CC=CC2=C(C3=CC=CC=C31)COC(=O)C.C(CC)(=O)O (acetic propionic acid), ice water. Conditions: time 3 hour. Product: ClC1=CC=C(C=C1S(=O)(=O)F)N=NC1=CC=C(N(CCC#N)CCC#N)C=C1 (4-(4-chloro-5-fluorosulphonylphenylazo)-N,N-bis(2-cyanoethyl)aniline). As a reaction SMILES: [Cl:1][C:2]1[CH:7]=[CH:6][C:5]([NH2:8])=[CH:4][C:3]=1[S:9]([F:12])(=[O:11])=[O:10].N(OS(=O)(=O)O)=O.[C:20]([CH2:22][CH2:23][N:24]([CH2:31][CH2:32][C:33]#[N:34])[C:25]1[CH:30]=[CH:29][CH:28]=[CH:27][CH:26]=1)#[N:21].S(=O)(=O)(O)[NH2:36]>CC(OCC1C2C(=CC=CC=2)C(COC(C)=O)=C2C=1C=CC=C2)=O.C(O)(=O)CC.CO>[Cl:1][C:2]1[C:3]([S:9]([F:12])(=[O:10])=[O:11])=[CH:4][C:5]([N:8]=[N:36][C:28]2[CH:29]=[CH:30][C:25]([N:24]([CH2:23][CH2:22][C:20]#[N:21])[CH2:31][CH2:32][C:33]#[N:34])=[CH:26][CH:27]=2)=[CH:6][CH:7]=1 |f:4.5|. Procedure: 2-Chloro-5-amino benzene sulphonylfluoride (2.1 parts) was stirred in acetic/propionic acid 86/14 vol/vol (25 parts) and cooled to 0°-5° C. Nitrosyl sulphuric acid solution (3.8 parts) was added and stirred at 0°-5° C. for 3 hours. The diazo solution was then added to a mixture of N,N-bis(2-cyanoethyl)aniline (2.1 parts), methanol (75 parts) and sulphamic acid (1 part) stirring in ice/water (75 parts) at 0°-5° C. Stirred under these conditions for 1 hour then allowed to stand at room temperature... Starting materials: [OH-].[Na+] (NaOH), N(=O)OCCCC (butyl nitrite), C(C)C(CC)NC1=C(C(=NC(=C1)C)NC1=C(C=C(C=C1C)C)C)N (N4-(1-ethyl-propyl)-6-methyl-N2-(2,4,6-trimethyl-phenyl)-pyridine-2,3,4-triamine), Cl (HCl). Run in C(C)#N (acetonitrile). Run at temperature 65 celsius. Product: C(C)C(CC)NC1=C2C(=NC(=C1)C)N(N=N2)C2=C(C=C(C=C2C)C)C ((1-Ethyl-propyl)-[5-methyl-3-(2,4,6-trimethyl-phenyl)-3H-[1,2,3]triazolo[4,5-b]pyridin-7-yl]-amine). Yield: 77.8%. RXN SMILES: [N:1](OCCCC)=O.[CH2:8]([CH:10]([NH:13][C:14]1[CH:19]=[C:18]([CH3:20])[N:17]=[C:16]([NH:21][C:22]2[C:27]([CH3:28])=[CH:26][C:25]([CH3:29])=[CH:24][C:23]=2[CH3:30])[C:15]=1[NH2:31])[CH2:11][CH3:12])[CH3:9].Cl.[OH-].[Na+]>C(#N)C>[CH2:8]([CH:10]([NH:13][C:14]1[CH:19]=[C:18]([CH3:20])[N:17]=[C:16]2[N:21]([C:22]3[C:27]([CH3:28])=[CH:26][C:25]([CH3:29])=[CH:24][C:23]=3[CH3:30])[N:1]=[N:31][C:15]=12)[CH2:11][CH3:12])[CH3:9] |f:3.4|. Procedure details: A mixture of butyl nitrite (119 mg, 1.15 mmol) and N4-(1-ethyl-propyl)-6-methyl-N2-(2,4,6-trimethyl-phenyl)-pyridine-2,3,4-triamine (250 mg, 0.766 mmol) in anhydrous acetonitrile (16 ml) was heated at 65° C. for 2 hours. The mixture was cooled to room temperature and 2N HCl (16 ml) was added. The mixture was neutralized with 2N NaOH and extracted with ethyl acetate. The organic layer was washed with brine, dried and concentrated to give 250 mg of the crude product as a brown oil. The oil residue... Starting materials: C(C1=CC=CC=C1)OC(=O)NCCC[C@H](N)C(=O)O (Nδ -(benzyloxycarbonyl)-L-ornithine), C(C)(=O)OC(C)(C)C (tert-butyl acetate), Cl(=O)(=O)(=O)O (perchloric acid), Peptide. Solvent: O (Water). Reaction conditions: time 15 minute. Yields the product C(C)(C)(C)OC([C@@H](N)CCCNC(=O)OCC1=CC=CC=C1)=O (Nδ -(benzyloxycarbonyl)-L-ornithine tert-butyl ester). Yield: 65.0%. RXN SMILES: [CH2:1]([O:8][C:9]([NH:11][CH2:12][CH2:13][CH2:14][C@@H:15]([C:17]([OH:19])=[O:18])[NH2:16])=[O:10])[C:2]1[CH:7]=[CH:6][CH:5]=[CH:4][CH:3]=1.C(O[C:24]([CH3:27])([CH3:26])[CH3:25])(=O)C.Cl(O)(=O)(=O)=O>O>[C:24]([O:18][C:17](=[O:19])[C@H:15]([CH2:14][CH2:13][CH2:12][NH:11][C:9]([O:8][CH2:1][C:2]1[CH:3]=[CH:4][CH:5]=[CH:6][CH:7]=1)=[O:10])[NH2:16])([CH3:27])([CH3:26])[CH3:25]. Reported procedure: Nδ -(Benzyloxycarbonyl)-L-ornithine tert-butyl ester was prepared according to a general published procedure (Bodanszky, M.; Bodanszky, A.; The Practice of Peptide Synthesis; Spring Verlag: New York, 1984). Specifically, Nδ -(benzyloxycarbonyl)-L-ornithine (10.0 gm, 37.6 mmol, Sigma Chemicals, Inc.) was mixed with tert-butyl acetate (564 ml) and perchloric acid (5.91 ml, 69-72% aqueous solution) at room temperature. The reaction mixture became homogenous after 15 minutes and was stirred at room ... Reactants: N#CC=Cc1ccc(Cl)cc1Cc1ccccc1, ClCCl, CC(=O)O, CCO, O=[Cr](=O)=O, O. Yields the product N#CC=Cc1ccc(Cl)cc1C(=O)c1ccccc1. RXN SMILES: [CH2:1]([c:2]1[cH:3][cH:4][cH:5][cH:6][cH:7]1)[c:8]1[c:9]([CH:15]=[CH:16][C:17]#[N:18])[cH:10][cH:11][c:12]([Cl:14])[cH:13]1.[CH2:23]([Cl:24])[Cl:25].[CH3:26][C:27](=[O:28])[OH:29].[CH3:31][CH2:32][OH:33].[O:19]=[Cr:20](=[O:21])=[O:22].[OH2:30]>>[C:1]([c:2]1[cH:3][cH:4][cH:5][cH:6][cH:7]1)([c:8]1[c:9]([CH:15]=[CH:16][C:17]#[N:18])[cH:10][cH:11][c:12]([Cl:14])[cH:13]1)=[O:19].